From a dataset of the Open Reaction Database (ORD), a public repository of structured organic reaction records. describe an organic reaction: reactants, conditions, products, and yield The reactants are C(CCC)[Li] (n-butyllithium), CCCCCC (hexane), COC=1C=CC(=NC1)C(F)(F)F (5-methoxy-2-(trifluoromethyl)pyridine), ClCCI (1-chloro-2-iodoethane). The solvent is C1CCOC1 (THF). Reaction conditions: temperature -78 celsius, time 40 minute. The product is IC1=CC(=NC=C1OC)C(F)(F)F (4-iodo-5-methoxy-2-(trifluoromethyl)pyridine). The yield is 16.0%. Reaction SMILES: C([Li])CCC.CCCCCC.Cl[CH2:13][CH2:14][I:15].[CH3:16][O:17][C:18]1C=C[C:21]([C:24]([F:27])([F:26])[F:25])=[N:22][CH:23]=1>C1COCC1>[I:15][C:14]1[C:18]([O:17][CH3:16])=[CH:23][N:22]=[C:21]([C:24]([F:27])([F:26])[F:25])[CH:13]=1. Reported procedure: In an oven-dried flask, 5-methoxy-2-(trifluoromethyl)pyridine was dissolved in THF (20 mL). This mixture was cooled at −78° C., and then 2.5 M n-butyllithium in hexane (2.60 mL, 6.5 mmol) was added. After stirring at this same temperature for 40 minutes, 1-chloro-2-iodoethane (0.60 mL, 6.6 mmol) was added. The reaction was kept at −78° C. for an additional 30 minutes, and then quenched with saturated aqueous ammonium chloride. The mixture was warmed to room temperature, partitioned between ethyl... Reactants: COC=1C=C(C=CC1NC(=O)NC1=C(C=CC=C1)C)CC(=O)OC1=C(C(=C(C(=C1F)F)F)F)F (pentafluorophenyl 3-methoxy-4-[N′-(2-methylphenyl)ureido]phenylacetate), [N+](=O)([O-])C=1C=C(C(=O)OC)C=CC1OC[C@H](C)N (methyl (S)-3-nitro-4-(2-amino-1-propoxy)benzoate). Run in CN(C)C=O (DMF), CCOC(=O)C (EtOAc). Run at time 2 day. Product: [N+](=O)([O-])C=1C=C(C(=O)OC)C=CC1OC[C@H](C)NC(CC1=CC(=C(C=C1)NC(=O)NC1=C(C=CC=C1)C)OC)=O (methyl (S)-3-nitro-4-[2-[3-methoxy-4-[N′-(2-methylphenyl)ureido]phenyl acetylamino]-1-propoxy]benzoate). Yield: 45.8%. As a reaction SMILES: [CH3:1][O:2][C:3]1[CH:4]=[C:5]([CH2:20][C:21]([O:23]C2C(F)=C(F)C(F)=C(F)C=2F)=O)[CH:6]=[CH:7][C:8]=1[NH:9][C:10]([NH:12][C:13]1[CH:18]=[CH:17][CH:16]=[CH:15][C:14]=1[CH3:19])=[O:11].[N+:35]([C:38]1[CH:39]=[C:40]([CH:45]=[CH:46][C:47]=1[O:48][CH2:49][C@@H:50]([NH2:52])[CH3:51])[C:41]([O:43][CH3:44])=[O:42])([O-:37])=[O:36]>CN(C=O)C.CCOC(C)=O>[N+:35]([C:38]1[CH:39]=[C:40]([CH:45]=[CH:46][C:47]=1[O:48][CH2:49][C@@H:50]([NH:52][C:21](=[O:23])[CH2:20][C:5]1[CH:6]=[CH:7][C:8]([NH:9][C:10]([NH:12][C:13]2[CH:18]=[CH:17][CH:16]=[CH:15][C:14]=2[CH3:19])=[O:11])=[C:3]([O:2][CH3:1])[CH:4]=1)[CH3:51])[C:41]([O:43][CH3:44])=[O:42])([O-:37])=[O:36]. Procedure: A mixture of pentafluorophenyl 3-methoxy-4-[N′-(2-methylphenyl)ureido]phenylacetate (591 mg, 1.23 mmol), methyl (S)-3-nitro-4-(2-amino-1-propoxy)benzoate (313 mg, 1.23 mmol), and Et3 N (257 mL, 1.84 mmol) in DMF (5 mL) was stirred at room temp for 2 days. The mixture was diluted with EtOAc, washed with 0.5 N HCl, brine, dried over Na2SO4, and evaporated. The residue was purified by column chromatography on silica-gel with 5% MeOH in CHCl3 as eluent to give 310 mg (46%) methyl (S)-3-nitro-4-[2-[3... Reactants: CC(C)C[Al+]CC(C)C, C1CCOC1, CCCCCC, [H-], COC(=O)c1cccc(Cc2cccc(OCc3ccc4ccccc4n3)c2)c1. Yields the product O=Cc1cccc(Cc2cccc(OCc3ccc4ccccc4n3)c2)c1. Reaction SMILES: [CH2:2]([Al+:3][CH2:4][CH:5]([CH3:6])[CH3:7])[CH:8]([CH3:9])[CH3:10].[CH2:46]1[O:47][CH2:48][CH2:49][CH2:50]1.[CH3:40][CH2:41][CH2:42][CH2:43][CH2:44][CH3:45].[H-:1].[n:11]1[c:12]([CH2:21][O:22][c:23]2[cH:24][c:25]([CH2:26][c:27]3[cH:28][c:29]([C:30](=[O:31])[O:32][CH3:33])[cH:34][cH:35][cH:36]3)[cH:37][cH:38][cH:39]2)[cH:13][cH:14][c:15]2[cH:16][cH:17][cH:18][cH:19][c:20]12>>[n:11]1[c:12]([CH2:21][O:22][c:23]2[cH:24][c:25]([CH2:26][c:27]3[cH:28][c:29]([CH:30]=[O:31])[cH:34][cH:35][cH:36]3)[cH:37][cH:38][cH:39]2)[cH:13][cH:14][c:15]2[cH:16][cH:17][cH:18][cH:19][c:20]12. The reactants are C([O-])([O-])=O.[Na+].[Na+] (sodium carbonate), O(C1=CC=CC=C1)C=1C=C(C=CC1)C(C(=O)O)C (2-(3-phenoxyphenyl)propionic acid). The solvent is O (water). The product is O(C1=CC=CC=C1)C=1C=C(C=CC1)C(C(=O)[O-])C.[Na+] (sodium 2-(3-phenoxyphenyl)propionate). As a reaction SMILES: C(=O)([O-])[O-].[Na+:5].[Na+].[O:7]([C:14]1[CH:15]=[C:16]([CH:20]([CH3:24])[C:21]([OH:23])=[O:22])[CH:17]=[CH:18][CH:19]=1)[C:8]1[CH:13]=[CH:12][CH:11]=[CH:10][CH:9]=1>O>[O:7]([C:14]1[CH:15]=[C:16]([CH:20]([CH3:24])[C:21]([O-:23])=[O:22])[CH:17]=[CH:18][CH:19]=1)[C:8]1[CH:9]=[CH:10][CH:11]=[CH:12][CH:13]=1.[Na+:5] |f:0.1.2,5.6|. Procedure details: In a suitable vessel, 32.8 g. of anhydrous sodium carbonate were dissolved in 500 ml. of deionized water. To this solution were added 100 g of 2-(3-phenoxyphenyl)propionic acid. The reaction mixture was agitated vigorously until all of the acid was in solution and reacted to form sodium 2-(3-phenoxyphenyl)propionate. The resulting reaction mixture was diluted to a total volume of 2 l with deionized water. The dilute propionate solution was transferred to a 4 liter beaker.